This data is from the Open Reaction Database (ORD), a public repository of structured organic reaction records. The task is: describe an organic reaction: reactants, conditions, products, and yield Reactants: CCOC(=O)CBr, O=C([O-])[O-], CCc1nc2c(OCc3ccc(OC)cc3)cccc2[nH]1, CCOC(C)=O, CN(C)C=O, [K+], [K+], O. Product: CCOC(=O)Cn1c(CC)nc2c(OCc3ccc(OC)cc3)cccc21. As a reaction SMILES: [Br:22][CH2:23][C:24](=[O:25])[O:26][CH2:27][CH3:28].[C:29](=[O:30])([O-:31])[O-:32].[CH2:1]([CH3:2])[c:3]1[n:4][c:5]2[c:6]([nH:7]1)[cH:8][cH:9][cH:10][c:11]2[O:12][CH2:13][c:14]1[cH:15][cH:16][c:17]([O:20][CH3:21])[cH:18][cH:19]1.[CH3:35][CH2:36][O:37][C:38](=[O:39])[CH3:40].[CH3:41][N:42]([CH3:43])[CH:44]=[O:45].[K+:33].[K+:34].[OH2:46]>>[CH2:1]([CH3:2])[c:3]1[n:4][c:5]2[c:6]([n:7]1[CH2:23][C:24](=[O:25])[O:26][CH2:27][CH3:28])[cH:8][cH:9][cH:10][c:11]2[O:12][CH2:13][c:14]1[cH:15][cH:16][c:17]([O:20][CH3:21])[cH:18][cH:19]1. Reactants: resultant mixture, resultant mixture, [Si](C)(C)(C(C)(C)C)N1C(C[C@H]1C=O)=O ((S)-N-tert-butyldimethylsilyl-4-formyl-2-azetidinone), C(I)I (methyleneiodide), C(C)OCC (diethyl ether), Cl (HCl). The reagents and catalysts are [Zn] (zinc), CC([O-])C.[Ti+4].CC([O-])C.CC([O-])C.CC([O-])C (titanium (IV) isopropoxide). Solvent: O1CCCC1 (tetrahydrofuran), O1CCCC1 (tetrahydrofuran). Conditions: time 30 minute. The product is [Si](C)(C)(C(C)(C)C)N1C(C[C@H]1C=C)=O ((S)-N-tert-butyldimethylsilyl-4-vinyl-2-azetidinone). As a reaction SMILES: C(I)I.[Si:4]([N:11]1[C@H:14]([CH:15]=O)[CH2:13][C:12]1=[O:17])([C:7]([CH3:10])([CH3:9])[CH3:8])([CH3:6])[CH3:5].[CH2:18](OCC)C.Cl>O1CCCC1.[Zn].CC(C)[O-].[Ti+4].CC(C)[O-].CC(C)[O-].CC(C)[O-]>[Si:4]([N:11]1[C@H:14]([CH:15]=[CH2:18])[CH2:13][C:12]1=[O:17])([C:7]([CH3:10])([CH3:9])[CH3:8])([CH3:6])[CH3:5] |f:6.7.8.9.10|. Reported procedure: To a mixture of zinc (11.9 g) in tetrahydrofuran (215 ml) was added titanium (IV) isopropoxide (6.0 ml) at ambient temperature and the resultant mixture was stirred for 1 hour. A solution of methyleneiodide (8.1 ml) was then added to the mixture was stirred for 30 minutes. To the resultant mixture was added dropwise a solution of (S)-N-tert-butyldimethylsilyl-4-formyl-2-azetidinone (4.3 g) in tetrahydrofuran (130 ml) and stirred for 2 hours. The mixture was poured into a mixture of diethyl ether... Starting materials: Cc1cc(C#N)cnc1N1CCN(C(=O)c2ccc(Br)nc2)CC1, CC1COC(=O)N1. Yields the product Cc1cc(C#N)cnc1N1CCN(C(=O)c2ccc(N3C(=O)OCC3C)nc2)CC1. Reaction SMILES: [Br:1][c:2]1[cH:3][cH:4][c:5]([C:8](=[O:9])[N:10]2[CH2:11][CH2:12][N:13]([c:16]3[n:17][cH:18][c:19]([C:20]#[N:21])[cH:22][c:23]3[CH3:24])[CH2:14][CH2:15]2)[cH:6][n:7]1.[CH3:25][CH:26]1[NH:27][C:28](=[O:31])[O:29][CH2:30]1>>[c:2]1([N:27]2[CH:26]([CH3:25])[CH2:30][O:29][C:28]2=[O:31])[cH:3][cH:4][c:5]([C:8](=[O:9])[N:10]2[CH2:11][CH2:12][N:13]([c:16]3[n:17][cH:18][c:19]([C:20]#[N:21])[cH:22][c:23]3[CH3:24])[CH2:14][CH2:15]2)[cH:6][n:7]1. The reactants are ClC=1C=C(C(N(C1)C)=O)C=1C(=C(C=CC1)S(=O)(=O)Cl)CC (3-(5-Chloro-1-methyl-2-oxo-1,2-dihydro-pyridin-3-yl)-2-ethyl-benzenesulfonyl chloride), N[C@@H](CNC(=O)C=1SC(=CC1)Cl)C(=O)N1[C@H](COCC1)C (5-Chloro-thiophene-2-carboxylic acid [(S)-2-amino-3-((S)-3-methyl-morpholin-4-yl)-3-oxo-propyl]-amide), C(C)C1=C(C=CC=C1N1C(COCC1)=O)S(=O)(=O)N[C@@H](CNC(=O)C=1SC(=CC1)Cl)C(=O)N1C[C@H](OCC1)C (5-Chloro-thiophene-2-carboxylic acid [(S)-2-[2-ethyl-3-(3-oxo-morpholin-4-yl)-benzenesulfonylamino]-3-((R)-2-methyl-morpholin-4-yl)-3-oxo-propyl]-amide), CCN(C(C)C)C(C)C (DIPEA). Run in C(Cl)Cl (DCM), C(Cl)Cl.O1CCOCC1 (DCM 1,4-Dioxane). Run at time 2 hour. Yields the product ClC=1C=C(C(N(C1)C)=O)C=1C(=C(C=CC1)S(=O)(=O)N[C@@H](CNC(=O)C=1SC(=CC1)Cl)C(=O)N1[C@H](COCC1)C)CC (5-Chloro-thiophene-2-carboxylic acid [(S)-2-[3-(5-chloro-1-methyl-2-oxo-1,2-dihydro-pyridin-3-yl)-2-ethyl-benzenesulfonylamino]-3-((S)-3-methyl-morpholin-4-yl)-3-oxo-propyl]-amide). As a reaction SMILES: [NH2:1][C@H:2]([C:13]([N:15]1[CH2:20][CH2:19][O:18][CH2:17][C@@H:16]1[CH3:21])=[O:14])[CH2:3][NH:4][C:5]([C:7]1[S:8][C:9]([Cl:12])=[CH:10][CH:11]=1)=[O:6].C(C1C(N2CCOCC2=O)=CC=CC=1S(N[C@H](C(N1CCO[C@H](C)C1)=O)CNC(C1SC(Cl)=CC=1)=O)(=O)=O)C.CCN(C(C)C)C(C)C.[Cl:70][C:71]1[CH:72]=[C:73]([C:79]2[C:80]([CH2:89][CH3:90])=[C:81]([S:85](Cl)(=[O:87])=[O:86])[CH:82]=[CH:83][CH:84]=2)[C:74](=[O:78])[N:75]([CH3:77])[CH:76]=1>C(Cl)Cl.O1CCOCC1.C(Cl)Cl>[Cl:70][C:71]1[CH:72]=[C:73]([C:79]2[C:80]([CH2:89][CH3:90])=[C:81]([S:85]([NH:1][C@H:2]([C:13]([N:15]3[CH2:20][CH2:19][O:18][CH2:17][C@@H:16]3[CH3:21])=[O:14])[CH2:3][NH:4][C:5]([C:7]3[S:8][C:9]([Cl:12])=[CH:10][CH:11]=3)=[O:6])(=[O:86])=[O:87])[CH:82]=[CH:83][CH:84]=2)[C:74](=[O:78])[N:75]([CH3:77])[CH:76]=1 |f:4.5|. Procedure details: 5-Chloro-thiophene-2-carboxylic acid [(S)-2-amino-3-((S)-3-methyl-morpholin-4-yl)-3-oxo-propyl]-amide, Intermediate 3 (78 mg, 0.235 mmol) was dissolved in 3 ml DCM/1,4-Dioxane (1:1) and DIPEA (164 μl, 0.94 mmol). Intermediate 65 (82 mg, 0.235 mmol) in 1.5 ml DCM was slowly added and the reaction was stirred for 2 h. Then the solution was evaporated to dryness and purified by prep. HPLC. After lyophilization the title compound is obtained as colorless, amorphous solid. Yield: 79.9%. Yields the product CN=C(C1=CC=C(C=C1)C)Cl (N-Methyl 4-Methylbenzimidoyl Chloride). As a reaction SMILES: [CH3:1][NH:2][C:3](=O)[C:4]1[CH:9]=[CH:8][C:7]([CH3:10])=[CH:6][CH:5]=1.S(Cl)([Cl:14])=O>>[CH3:1][N:2]=[C:3]([Cl:14])[C:4]1[CH:9]=[CH:8][C:7]([CH3:10])=[CH:6][CH:5]=1. Procedure: N-Methyl 4-methylbenzamide (10.02 g, 67.2 mmole) was treated with thionyl chloride (31.7 g, 267 mmole) as in Example I. Gas evolution ceased after the reaction had been heated for 45 minutes. The product was isolated as in Example I to yield 9.0 g (80%) of the title compound as a clear colorless liquid, b.p. 57° C. (~0.1 mm Hg). Reactants: CNC(C1=CC=C(C=C1)C)=O (N-Methyl 4-methylbenzamide), S(=O)(Cl)Cl (thionyl chloride). Reactants: O=C(O)C(Cc1ccccc1)Cc1ccccc1, CCN1CCOCC1, CN(C)C=O, C(=NC1CCCCC1)=NC1CCCCC1, C=CC(CC(O)C(CC1CCCCC1)NC(=O)C(N)Cc1c[nH]cn1)C(C)C, On1nnc2ccccc21. Yields the product C=CC(CC(O)C(CC1CCCCC1)NC(=O)C(Cc1c[nH]cn1)NC(=O)C(Cc1ccccc1)Cc1ccccc1)C(C)C. RXN SMILES: [CH2:1]([c:2]1[cH:3][cH:4][cH:5][cH:6][cH:7]1)[CH:8]([C:9](=[O:10])[OH:11])[CH2:12][c:13]1[cH:14][cH:15][cH:16][cH:17][cH:18]1.[CH2:47]([N:48]1[CH2:49][CH2:50][O:51][CH2:52][CH2:53]1)[CH3:54].[CH3:80][N:81]([CH3:82])[CH:83]=[O:84].[CH:65]1([N:66]=[C:67]=[N:68][CH:69]2[CH2:70][CH2:71][CH2:72][CH2:73][CH2:74]2)[CH2:75][CH2:76][CH2:77][CH2:78][CH2:79]1.[NH2:19][CH:20]([C:21](=[O:22])[NH:23][CH:24]([CH:25]([CH2:26][CH:27]([CH:28]=[CH2:29])[CH:30]([CH3:31])[CH3:32])[OH:33])[CH2:34][CH:35]1[CH2:36][CH2:37][CH2:38][CH2:39][CH2:40]1)[CH2:41][c:42]1[n:43][cH:44][nH:45][cH:46]1.[OH:55][n:56]1[c:57]2[c:58]([cH:59][cH:60][cH:61][cH:62]2)[n:63][n:64]1>>[CH2:1]([c:2]1[cH:3][cH:4][cH:5][cH:6][cH:7]1)[CH:8]([C:9](=[O:11])[NH:19][CH:20]([C:21](=[O:22])[NH:23][CH:24]([CH:25]([CH2:26][CH:27]([CH:28]=[CH2:29])[CH:30]([CH3:31])[CH3:32])[OH:33])[CH2:34][CH:35]1[CH2:36][CH2:37][CH2:38][CH2:39][CH2:40]1)[CH2:41][c:42]1[n:43][cH:44][nH:45][cH:46]1)[CH2:12][c:13]1[cH:14][cH:15][cH:16][cH:17][cH:18]1. The reactants are C(CCC)[Li] (n-butyllithium), P(O)(O)(O)=O (phosphoric acid), C(C)(C)OC(C)C (isopropyl ether), C(C1=CC=CC=C1)C1=C(C(=C(C(=C1C)OC)C)C)OC (1-benzyl-2,5-dimethoxy-3,4,6-trimethylbenzene), C(O)([O-])=O.[Na+] (sodium hydrogencarbonate), BrCCCO.O1C(CCCC1)OC1OCCCC1 (3-bromopropanol·tetrahydropyranyl ether), C1(=CC=C(C=C1)S(=O)(=O)O)C (p-toluenesulfonic acid). The reagents and catalysts are CC(C(N)(C)C)(N)C (1,1,2,2-tetramethylethylenediamine). The solvent is CCCCCC (hexane), O1CCCC1 (tetrahydrofuran), O1CCCC1 (tetrahydrofuran). Reaction conditions: time 20 minute. The product is COC1=C(C(=C(C(=C1C)C)OC)C)C(CCCO)C1=CC=CC=C1 (4-(2,5-dimethoxy-3,4,6-trimethylphenyl)-4-phenylbutanol). Yield: 82.0%. RXN SMILES: [CH2:1]([Li])[CH2:2][CH2:3][CH3:4].[CH2:6]([C:13]1[C:18](C)=[C:17]([O:20]C)C(C)=C(C)C=1OC)[C:7]1[CH:12]=[CH:11][CH:10]=[CH:9][CH:8]=1.BrCC[CH2:29][OH:30].O1CCCCC1O[CH:38]1[CH2:43][CH2:42][CH2:41][CH2:40][O:39]1.P(=O)(O)(O)O.[CH:49](OC(C)C)(C)C.C1(C)C=CC(S(O)(=O)=O)=CC=1.C(=O)([O-])O.[Na+]>O1CCCC1.CC(C)(N)C(C)(C)N.CCCCCC>[CH3:29][O:30][C:1]1[C:42]([CH3:43])=[C:41]([CH3:49])[C:40]([O:39][CH3:38])=[C:3]([CH3:4])[C:2]=1[CH:6]([C:7]1[CH:8]=[CH:9][CH:10]=[CH:11][CH:12]=1)[CH2:13][CH2:18][CH2:17][OH:20] |f:2.3,7.8|. Reported procedure: A 16.3 ml (26 mmole) of n-butyllithium.hexane solution was added dropwise to 7.02 g (26.0 mmole) of 1-benzyl-2,5-dimethoxy-3,4,6-trimethylbenzene and 4.32 ml (26×1.1 mmole) of 1,1,2,2-tetramethylethylenediamine dissolved in anhydrous tetrahydrofuran (70 ml), under an atmosphere of argon at 50° C. over the period of 10 minutes, followed by stirring at 50° to 56° C. for 20 minutes. Then, a solution of 5.80 g (26 mmole) of 3-bromopropanol·tetrahydropyranyl ether in tetrahydrofuran (30 ml) was added... Reactants: C([O-])([O-])=O (carbonate), aqueous solution, C(F)(F)(F)S(=O)(=O)O (CF3SO3H), C(=O)([O-])[O-].[K+].[K+] (K2CO3). Product: C(F)(F)(F)S(=O)(=O)O[K] (CF3SO3K). As a reaction SMILES: [C:1]([S:5]([OH:8])(=[O:7])=[O:6])([F:4])([F:3])[F:2].C([O-])([O-])=O.[K+:13].[K+].C(=O)([O-])[O-]>>[C:1]([S:5]([O:8][K:13])(=[O:7])=[O:6])([F:4])([F:3])[F:2] |f:1.2.3|. Reported procedure: A teflon vessel was charged with 75% aqueous solution of CF3SO3H used in Example 1, and K2CO3 (free fluorine 31 ppm, free chlorine 18 ppm) was put into the solution such that the reaction between the acid and the carbonate proceeded under acidic conditions and terminated while pH of the reaction liquid was 2. Then the reaction liquid was dried in the same manner as in Example 1 to thereby obtain a white powder of CF3SO3K.